From a dataset of the Open Reaction Database (ORD), a public repository of structured organic reaction records. describe an organic reaction: reactants, conditions, products, and yield Starting materials: CC(C)(C)OC(=O)NCCCCN, Cc1cc(Cl)cnc1C=O, ClCCl. Product: Cc1cc(Cl)cnc1CNCCCCNC(=O)OC(C)(C)C. RXN SMILES: [C:1]([CH3:2])([CH3:3])([CH3:4])[O:5][C:6]([NH:7][CH2:8][CH2:9][CH2:10][CH2:11][NH2:12])=[O:13].[Cl:14][c:15]1[cH:16][c:17]([CH3:23])[c:18]([CH:21]=[O:22])[n:19][cH:20]1.[Cl:24][CH2:25][Cl:26]>>[C:1]([CH3:2])([CH3:3])([CH3:4])[O:5][C:6]([NH:7][CH2:8][CH2:9][CH2:10][CH2:11][NH:12][CH2:21][c:18]1[c:17]([CH3:23])[cH:16][c:15]([Cl:14])[cH:20][n:19]1)=[O:13]. Starting materials: C(C)(=O)O[BH-](OC(C)=O)OC(C)=O.[Na+] (Sodium triacetoxyborohydride), COC([C@H]1N(C[C@@H](C1)O)C(=O)OC(C)(C)C)=O (N-BOC-trans-4-Hydroxy-L-proline methylester), Cl.ClC1=C(NC(=C1Cl)C)C(=O)NC1CCNCC1 (3,4-dichloro-5-methyl-N-piperidin-4-yl-1H-pyrrole-2-carboxamide hydrochloride), Cl.ClC1=C(NC(=C1Cl)C)C(=O)NC1CCNCC1 (3,4-dichloro-5-methyl-N-piperidin-4-yl-1H-pyrrole-2-carboxamide hydrochloride), C(C)(=O)O (acetic acid). Run in ClCCCl (1,2-dichloroethane), CCOCC (ether). Reaction conditions: time 8 hour. The product is ClC1=C(NC(=C1Cl)C)C(=O)NC1CCN(CC1)C1C[C@H](N(C1)C(=O)OC(C)(C)C)C(=O)OC (1-tert-Butyl 2-methyl (2S)-4-(4-{[(3,4-dichloro-5-methyl-1H-pyrrol-2-yl)carbonyl]amino}piperidin-1-yl)pyrrolidine-1,2-dicarboxylate). RXN SMILES: [CH3:1][O:2][C:3](=[O:17])[C@@H:4]1[CH2:8][C@@H:7](O)[CH2:6][N:5]1[C:10]([O:12][C:13]([CH3:16])([CH3:15])[CH3:14])=[O:11].Cl.[Cl:19][C:20]1[C:24]([Cl:25])=[C:23]([CH3:26])[NH:22][C:21]=1[C:27]([NH:29][CH:30]1[CH2:35][CH2:34][NH:33][CH2:32][CH2:31]1)=[O:28].C(O[BH-](OC(=O)C)OC(=O)C)(=O)C.[Na+].C(O)(=O)C>ClCCCl.CCOCC>[Cl:19][C:20]1[C:24]([Cl:25])=[C:23]([CH3:26])[NH:22][C:21]=1[C:27]([NH:29][CH:30]1[CH2:35][CH2:34][N:33]([CH:7]2[CH2:6][N:5]([C:10]([O:12][C:13]([CH3:16])([CH3:15])[CH3:14])=[O:11])[C@H:4]([C:3]([O:2][CH3:1])=[O:17])[CH2:8]2)[CH2:32][CH2:31]1)=[O:28] |f:1.2,3.4|. Reported procedure: N-BOC-trans-4-Hydroxy-L-proline methylester (0.20 g, 0.81 mM) and 3,4-dichloro-5-methyl-N-piperidin-4-yl-1H-pyrrole-2-carboxamide (free base of Intermediate 1), 0.16 g, 0.81 mM) were stirred in 1,2-dichloroethane (3.5 ml). Sodium triacetoxyborohydride (0.24 g, 1.1 mM) was added followed by acetic acid (0.05 ml). The reaction was stirred under nitrogen at room temperature overnight then diluted with ether and washed with 1 N sodium hydroxide. The organic phase was washed with brine, dried over Mg... The reactants are ClC1=CC=C(C=C1)S(=O)(=O)NCCCCC(CCC(=O)OC)CCN1C=NC=C1 (methyl 8-(p-chlorophenylsulfonamido)-4-[2-(1-imidazolyl)ethyl]-octanoate), [OH-].[Na+] (sodium hydroxide), Cl (hydrochloric acid). Run in CO (methanol). The product is ClC1=CC=C(C=C1)S(=O)(=O)NCCCCC(CCC(=O)O)CCN1C=NC=C1 (8-(p-chlorophenylsulfonamido)-4-[2-(1-imidazolyl)ethyl]-octanoic acid). As a reaction SMILES: [Cl:1][C:2]1[CH:7]=[CH:6][C:5]([S:8]([NH:11][CH2:12][CH2:13][CH2:14][CH2:15][CH:16]([CH2:23][CH2:24][N:25]2[CH:29]=[CH:28][N:27]=[CH:26]2)[CH2:17][CH2:18][C:19]([O:21]C)=[O:20])(=[O:10])=[O:9])=[CH:4][CH:3]=1.[OH-].[Na+].Cl>CO>[Cl:1][C:2]1[CH:7]=[CH:6][C:5]([S:8]([NH:11][CH2:12][CH2:13][CH2:14][CH2:15][CH:16]([CH2:23][CH2:24][N:25]2[CH:29]=[CH:28][N:27]=[CH:26]2)[CH2:17][CH2:18][C:19]([OH:21])=[O:20])(=[O:10])=[O:9])=[CH:4][CH:3]=1 |f:1.2|. Procedure: A solution of 0.117 g of methyl 8-(p-chlorophenylsulfonamido)-4-[2-(1-imidazolyl)ethyl]-octanoate in 3 ml methanol is mixed with 0.55 ml 1N aqueous sodium hydroxide. The mixture is heated at 50° for 4 h. The reaction mixture is neutralized with 0.55 ml 1N hydrochloric acid and the solvent is evaporated. The residue is triturated with methylene chloride and the organic layer evaporated to dryness. The yellow oil is triturated with ether to obtain 8-(p-chlorophenylsulfonamido)-4-[2-(1-imidazolyl)e... The reactants are C(CCl)Cl (EDC), C(C)OC(=O)C1=C(C2=C([C@@H]3CCCN3C2=O)N=C1CCC1=CC=C(C=C1)C(F)(F)F)C1=CC=C(C(=O)O)C=C1 (4-((9aS)-3-(Ethoxycarbonyl)-5-oxo-2-{2-[4-(trifluoromethyl)phenyl]ethyl}-7,8,9,9a-tetrahydro-5H-pyrido[2,3-α]pyrrolizin-4-yl)benzoic acid), C=1C=CC2=C(C1)N=NN2O (HOBT), N1=CC=C(C=C1)[C@@H](C)N ((1R)-1-(4-Pyridinyl)ethylamine). Run in CCOC(=O)C.CO (EtOAc MeOH), C(Cl)Cl (DCM). Reaction conditions: time 3 hour. The product is O=C1C2=C([C@@H]3CCCN13)N=C(C(=C2C2=CC=C(C=C2)C(=O)N[C@H](C)C2=CC=NC=C2)C(=O)OCC)CCC2=CC=C(C=C2)C(F)(F)F (Ethyl (9aS)-5-oxo-4-[4-({[(1R)-1-(4-pyridinyl)ethyl]amino}carbonyl)phenyl]-2-{2-[4-(trifluoromethyl)phenyl]ethyl}-7,8,9,9a-tetrahydro-5H-pyrido[2,3-a]pyrrolizine-3-carboxylate). Yield: 36.3%. As a reaction SMILES: [CH2:1]([O:3][C:4]([C:6]1[C:18]([CH2:19][CH2:20][C:21]2[CH:26]=[CH:25][C:24]([C:27]([F:30])([F:29])[F:28])=[CH:23][CH:22]=2)=[N:17][C:9]2[C@H:10]3[N:14]([C:15](=[O:16])[C:8]=2[C:7]=1[C:31]1[CH:39]=[CH:38][C:34]([C:35]([OH:37])=O)=[CH:33][CH:32]=1)[CH2:13][CH2:12][CH2:11]3)=[O:5])[CH3:2].[N:40]1[CH:45]=[CH:44][C:43]([C@H:46]([NH2:48])[CH3:47])=[CH:42][CH:41]=1.C1C=CC2N(O)N=NC=2C=1.C(Cl)CCl>C(Cl)Cl.CCOC(C)=O.CO>[O:16]=[C:15]1[N:14]2[C@@H:10]([CH2:11][CH2:12][CH2:13]2)[C:9]2[N:17]=[C:18]([CH2:19][CH2:20][C:21]3[CH:26]=[CH:25][C:24]([C:27]([F:30])([F:29])[F:28])=[CH:23][CH:22]=3)[C:6]([C:4]([O:3][CH2:1][CH3:2])=[O:5])=[C:7]([C:31]3[CH:39]=[CH:38][C:34]([C:35]([NH:48][C@@H:46]([C:43]4[CH:44]=[CH:45][N:40]=[CH:41][CH:42]=4)[CH3:47])=[O:37])=[CH:33][CH:32]=3)[C:8]1=2 |f:5.6|. Reported procedure: 4-((9aS)-3-(Ethoxycarbonyl)-5-oxo-2-{2-[4-(trifluoromethyl)phenyl]ethyl}-7,8,9,9a-tetrahydro-5H-pyrido[2,3-α]pyrrolizin-4-yl)benzoic acid (0.178 g, 0.331 mmol) was dissolved in 4 mL DCM. (1R)-1-(4-Pyridinyl)ethylamine (0.081 g, 0.661 mmol) was added followed by HOBT (0.054 g, 0.397 mmol) and EDC (0.076 mg, 0.397 mmol). After 3 h, the reaction mixture was washed with pH 4.0 phosphate buffer (2×), 5% NaHCO3, and brine and dried over MgSO4. Purification on SiO2 (EtOAc 100% to EtOAc:MeOH:NH4OH 95:5:... Starting materials: C1(CCCCC1)N=C=NC1CCCCC1 (dicyclohexylcarbodiimide), C1(CCCC1)C(=O)O (cyclopentanecarboxylic acid), C(C)N1CCOCC1 (N-ethyl morpholine), C=1(C(=CC=CC1)S(=O)(=O)O)C.C(C1=CC=CC=C1)OC(C1(N)CCCC1)=O (cycloleucine benzyl ester toluenesulfonate salt). Run in ClCCl (dichloromethane), ClCCl (dichloromethane), CN(C=O)C (dimethylformamide). Reaction conditions: temperature 0 celsius. The product is C1(CCCC1)C(=O)NC1(CCCC1)C(=O)O (Nα -cyclopentanecarbonyl-cycloleucine). As a reaction SMILES: C1(N=C=NC2CCCCC2)CCCCC1.[CH:16]1([C:21](O)=[O:22])[CH2:20][CH2:19][CH2:18][CH2:17]1.C1(C)C(S(O)(=O)=O)=CC=CC=1.C([O:42][C:43](=[O:50])[C:44]1([CH2:49][CH2:48][CH2:47][CH2:46]1)[NH2:45])C1C=CC=CC=1.C(N1CCOCC1)C>ClCCl.CN(C)C=O>[CH:16]1([C:21]([NH:45][C:44]2([C:43]([OH:42])=[O:50])[CH2:46][CH2:47][CH2:48][CH2:49]2)=[O:22])[CH2:20][CH2:19][CH2:18][CH2:17]1 |f:2.3|. Procedure details: A cool solution of 15 mmoles of dicyclohexylcarbodiimide in dichloromethane is added to a solution of 15 mmoles of cyclopentanecarboxylic acid in dichloromethane at -5° C. 15 mmoles of cycloleucine benzyl ester toluenesulfonate salt in dimethylformamide (DMF), which is neutralized with N-ethyl morpholine, is then added. The reaction mixture is stirred at 0° C. initially and then at room temperature until the reaction is completed as judged by TLC. Dicyclohexylurea is removed by filtration and 50... The reactants are N1=CC(=CC=C1)C=1C=C2C(=CN1)N(N=C2C2=CC=CC(=N2)N2CCC(CC2)CNC(OC(C)(C)C)=O)COCC[Si](C)(C)C (tert-butyl (1-(6-(5-(pyridin-3-yl)-1-((2-(trimethylsilyl)ethoxy)methyl)-1H-pyrazolo[3,4-c]pyridin-3-yl)pyridin-2-yl)piperidin-4-yl)methylcarbamate), Cl (HCl). The solvent is O1CCOCC1 (dioxane). Reaction conditions: temperature 70 celsius. The product is N1=CC(=CC=C1)C=1C=C2C(=CN1)NN=C2C2=CC=CC(=N2)N2CCC(CC2)CN ((1-(6-(5-(pyridin-3-yl)-1H-pyrazolo[3,4-c]pyridin-3-yl)pyridin-2-yl)piperidin-4-yl)methanamine). Isolated yield 50.2%. As a reaction SMILES: [N:1]1[CH:6]=[CH:5][CH:4]=[C:3]([C:7]2[CH:8]=[C:9]3[C:15]([C:16]4[N:21]=[C:20]([N:22]5[CH2:27][CH2:26][CH:25]([CH2:28][NH:29]C(=O)OC(C)(C)C)[CH2:24][CH2:23]5)[CH:19]=[CH:18][CH:17]=4)=[N:14][N:13](COCC[Si](C)(C)C)[C:10]3=[CH:11][N:12]=2)[CH:2]=1.Cl>O1CCOCC1>[N:1]1[CH:6]=[CH:5][CH:4]=[C:3]([C:7]2[CH:8]=[C:9]3[C:15]([C:16]4[N:21]=[C:20]([N:22]5[CH2:27][CH2:26][CH:25]([CH2:28][NH2:29])[CH2:24][CH2:23]5)[CH:19]=[CH:18][CH:17]=4)=[N:14][NH:13][C:10]3=[CH:11][N:12]=2)[CH:2]=1. Procedure details: To a solution of tert-butyl (1-(6-(5-(pyridin-3-yl)-1-((2-(trimethylsilyl)ethoxy)methyl)-1H-pyrazolo[3,4-c]pyridin-3-yl)pyridin-2-yl)piperidin-4-yl)methylcarbamate (190 mg, 0.31 mmol) in dioxane (5 mL), was added 10% HCl (1 mL). The reaction mixture was heated at 70° C. for 2 h, and the reaction was monitored by LCMS. Upon completion of the reaction, the solvent was distilled off and the crude material was purified via reverse phase prep-HPLC eluting with 40% to 80% MeOH in aqueous 0.1% NH4OH so... Starting materials: C(C)(C)(C)OC(=O)N1C=NN(CC1)C1=CC=C(C=C1)[N+](=O)[O-] (4-(5,6-dihydro-4-t-butoxycarbonyl-[1,2,4]-triazin-1-yl)-1-nitrobenzene), [H][H] (hydrogen). Reagents/catalysts: [Pd] (palladium on carbon). Run in CO (methanol). Conditions: time 2 hour. The product is C(C)(C)(C)OC(=O)N1C=NN(CC1)C1=CC=C(N)C=C1 (4-(5,6-dihydro-4-t-butoxycarbonyl-[1,2,4]-triazin-1-yl)aniline). Yield: 88.0%. As a reaction SMILES: [C:1]([O:5][C:6]([N:8]1[CH2:13][CH2:12][N:11]([C:14]2[CH:19]=[CH:18][C:17]([N+:20]([O-])=O)=[CH:16][CH:15]=2)[N:10]=[CH:9]1)=[O:7])([CH3:4])([CH3:3])[CH3:2].[H][H]>CO.[Pd]>[C:1]([O:5][C:6]([N:8]1[CH2:13][CH2:12][N:11]([C:14]2[CH:15]=[CH:16][C:17]([NH2:20])=[CH:18][CH:19]=2)[N:10]=[CH:9]1)=[O:7])([CH3:4])([CH3:2])[CH3:3]. Procedure details: To the yellow colored suspension prepared by suspending the compound obtained in Step 4 (19.9 g, 65 mmol) in methanol (200 ml), 10% palladium on carbon (4.0 g) was added. The resulting mixture was subjected to vacuum outgassing and stirred at r.t., for 2 hrs in the flask connected with hydrogen bollum. The resulting mixture was filtered through celite 545 under redued pressure to remove the palladium on carbon. The filterate was concentrated under reduced pressure (reflux condenser, 10 torr, 40)...